Dataset: the Open Reaction Database (ORD), a public repository of structured organic reaction records. Task: describe an organic reaction: reactants, conditions, products, and yield The reactants are NNC(=S)NN (thiocarbohydrazide), C(C)OCCC(=O)O (3-ethoxypropionic acid), resultant solution. The solvent is C(C)OCC (diethyl ether). Run at time 1 hour. The product is NN1C(=NN=C1CCOCC)S (4-amino-5-(2-ethoxyethyl)-4H-1,2,4-triazole-3-thiol). RXN SMILES: [NH2:1][NH:2][C:3]([NH:5][NH2:6])=[S:4].[CH2:7]([O:9][CH2:10][CH2:11][C:12](O)=O)[CH3:8]>C(OCC)C>[NH2:1][N:2]1[C:12]([CH2:11][CH2:10][O:9][CH2:7][CH3:8])=[N:6][N:5]=[C:3]1[SH:4]. Procedure details: 63.6 g (0.6 mole) of thiocarbohydrazide and 100.0 g (0.85 mole) of 3-ethoxypropionic acid are stirred and heated at reflux until solution is achieved. The resultant solution is cooled to room temperature, diluted with 700 ml of diethyl ether and refrigerated for 1 hour. The crude white solid (94.6 g) when filtered and recrystallized from 1200 ml of water, gives 54.6 g of lustrous white plates of 4-amino-5-(2-ethoxyethyl)-4H-1,2,4-triazole-3-thiol. m.p. 123°-124° C.